This data is from the Open Reaction Database (ORD), a public repository of structured organic reaction records. The task is: describe an organic reaction: reactants, conditions, products, and yield The reactants are ClC1=CC=C(C=C1)S (p-chlorothiophenol), C(C)(=O)OCCCCCl (4-chlorobutyl acetate), aqueous solution, [OH-].[Na+] (sodium hydroxide). The solvent is C(C)O (ethyl alcohol). Yields the product C(C)(=O)OCCCCSC1=CC=C(C=C1)Cl (4-(p-Chlorophenylthio)butyl acetate). RXN SMILES: [Cl:1][C:2]1[CH:7]=[CH:6][C:5]([SH:8])=[CH:4][CH:3]=1.[C:9]([O:12][CH2:13][CH2:14][CH2:15][CH2:16]Cl)(=[O:11])[CH3:10].[OH-].[Na+]>C(O)C>[C:9]([O:12][CH2:13][CH2:14][CH2:15][CH2:16][S:8][C:5]1[CH:6]=[CH:7][C:2]([Cl:1])=[CH:3][CH:4]=1)(=[O:11])[CH3:10] |f:2.3|. Procedure: A mixture of 144.6 g of p-chlorothiophenol, 150.6 g of 4-chlorobutyl acetate, 80 g of 50% aqueous solution of sodium hydroxide and 750 ml of ethyl alcohol was heated under reflux for 5 hours. The alcohol was distilled off and ether was added to the cool mixture. After washing with dilute sodium hydroxide solution and then water, the ether solution was dried, evaporated to dryness and distilled. The product was collected at 110°-116° and 0.01 mm, ND25 1.5480. The reactants are Cl (hydrochloric acid), [OH-].[K+] (potassium hydroxide), FC(COCC=1C=CC(=NC1)C#N)(F)F (5-[(2,2,2-trifluoroethoxy)methyl]pyridine-2-carbonitrile), FC(COCC=1C=CC(=NC1)C#N)(F)F (5-[(2,2,2-trifluoroethoxy)methyl]pyridine-2-carbonitrile), O (water). The solvent is CCO (EtOH). The product is FC(COCC=1C=CC(=NC1)C(=O)O)(F)F (5-[(2,2,2-Trifluoroethoxy)methyl]pyridine-2-carboxylic acid). Yield: 91.0%. Reaction SMILES: [OH-:1].[K+].[F:3][C:4]([F:17])([F:16])[CH2:5][O:6][CH2:7][C:8]1[CH:9]=[CH:10][C:11]([C:14]#N)=[N:12][CH:13]=1.Cl.[OH2:19]>CCO>[F:3][C:4]([F:17])([F:16])[CH2:5][O:6][CH2:7][C:8]1[CH:9]=[CH:10][C:11]([C:14]([OH:19])=[O:1])=[N:12][CH:13]=1 |f:0.1|. Reported procedure: Powdered potassium hydroxide (0.331 g, 5.90 mmol) was dissolved in EtOH (2 mL) and added to 5-[(2,2,2-trifluoroethoxy)methyl]pyridine-2-carbonitrile (Intermediate 226, 0.255 g, 1.18 mmol). The mixture was heated to 110 C for 16 h. After cooling the residue was dissolved in water (3 mL), acidified to pH 1 by adding 10% aq. hydrochloric acid and extracted with EtOAc (3×20 mL). The combined organic layers were dried over sodium sulfate and concentrated to afford the title compound as a brown gum (0... The reactants are NC1=C(C=C(C=C1)C1(CCC1)C(=O)OCC)OCC(F)(F)F (ethyl 1-(4-amino-3-(2,2,2-trifluoroethoxy)phenyl)cyclobutanecarboxylate), C1CC(=O)N(C1=O)Br (NBS). Solvent: O (water), C(Cl)(Cl)Cl (CHCl3). The product is NC1=C(C=C(C=C1OCC(F)(F)F)C1(CCC1)C(=O)OCC)Br (ethyl 1-(4-amino-3-bromo-5-(2,2,2-trifluoroethoxy)phenyl)cyclobutanecarboxylate). Yield: 48.5%. As a reaction SMILES: [NH2:1][C:2]1[CH:7]=[CH:6][C:5]([C:8]2([C:12]([O:14][CH2:15][CH3:16])=[O:13])[CH2:11][CH2:10][CH2:9]2)=[CH:4][C:3]=1[O:17][CH2:18][C:19]([F:22])([F:21])[F:20].C1C(=O)N([Br:30])C(=O)C1>C(Cl)(Cl)Cl.O>[NH2:1][C:2]1[C:3]([O:17][CH2:18][C:19]([F:20])([F:21])[F:22])=[CH:4][C:5]([C:8]2([C:12]([O:14][CH2:15][CH3:16])=[O:13])[CH2:11][CH2:10][CH2:9]2)=[CH:6][C:7]=1[Br:30]. Procedure details: To a stirred solution of ethyl 1-(4-amino-3-(2,2,2-trifluoroethoxy)phenyl)cyclobutanecarboxylate (2.4 g, 8.3 mmol) in dry CHCl3 (50 mL), NBS (1.4 g, 7.8 mmol) was added at 0° C. The reaction mixture was allowed to stir for 3 hat room temperature to complete the reaction. The reaction mixture was diluted with water, extracted with DCM (2×50 mL), the combined organic solvents were dried over Na2SO4, filtered and concentrated under educed pressure. The crude reaction mixture was purified by column ...